This data is from the Open Reaction Database (ORD), a public repository of structured organic reaction records. The task is: describe an organic reaction: reactants, conditions, products, and yield The reactants are C(C)OC(=O)C1(C(C1)C=C)NC(=O)C1C2C(OC(C1)C2)=O (1-[(3-Oxo-2-oxa-bicyclo[2.2.1]heptane-5-carbonyl)-amino]-2-vinyl-cyclo-propane carboxylic acid ethyl ester), CCN(C(C)C)C(C)C (DIPEA), O (water). Conditions: temperature 40 celsius. Product: C(C)(C)N(CC)C(C)C.C(C)OC(=O)C1(C(C1)C=C)NC(=O)C1C(CC(C1)O)C(=O)O (2-(1-Ethoxycarbonyl-2-vinylcyclopropylcarbamoyl)-4-hydroxy-cyclopentane carboxylic acid diisopropylethylamine salt). As a reaction SMILES: [CH2:1]([O:3][C:4]([C:6]1([NH:11][C:12]([CH:14]2[CH2:19][CH:18]3[CH2:20][CH:15]2[C:16](=[O:21])[O:17]3)=[O:13])[CH2:8][CH:7]1[CH:9]=[CH2:10])=[O:5])[CH3:2].[CH3:22][CH2:23][N:24]([CH:28]([CH3:30])[CH3:29])[CH:25]([CH3:27])[CH3:26].[OH2:31]>>[CH:25]([N:24]([CH:28]([CH3:30])[CH3:29])[CH2:23][CH3:22])([CH3:27])[CH3:26].[CH2:1]([O:3][C:4]([C:6]1([NH:11][C:12]([CH:14]2[CH2:19][CH:18]([OH:17])[CH2:20][CH:15]2[C:16]([OH:21])=[O:31])=[O:13])[CH2:8][CH:7]1[CH:9]=[CH2:10])=[O:5])[CH3:2] |f:3.4|. Reported procedure: To a solution of the ester (1a) (800 mg, 2.73 mmol) in water (15 ml) in a 20 ml microwave reaction vessel was added DIPEA (1.2 ml, 6.8 mmol) and a magnetic stirring bar. The reaction vessel was sealed and the immiscible slurry was shaken vigorously before insertion in the microwave cavity. After 1 min of pre-stirring, the reaction was irradiated for 40 min to a set temperature of 100° C. After cooling to 40° C., the transparent solution was concentrated in vacuo, and the residual brown oil co-ev... The reactants are C=CCOC(=O)C=O, C=CCOC(=O)N1CCCC1C=C(C)C(=O)CC1NC(=O)C1C(CO[SiH](C)C)C(C)(C)C, Cc1ccccc1, O, O. Yields the product C=CCOC(=O)C(=O)N1C(=O)C(C(CO[SiH](C)C)C(C)(C)C)C1CC(=O)C(C)=CC1CCCN1C(=O)OCC=C. Reaction SMILES: [C:34]([CH:35]=[O:36])(=[O:37])[O:38][CH2:39][CH:40]=[CH2:41].[CH2:1]([CH:2]=[CH2:3])[O:4][C:5](=[O:6])[N:7]1[CH:8]([CH:12]=[C:13]([C:14]([CH2:15][CH:16]2[CH:17]([CH:21]([CH2:22][O:23][SiH:24]([CH3:25])[CH3:26])[C:27]([CH3:28])([CH3:29])[CH3:30])[C:18](=[O:20])[NH:19]2)=[O:31])[CH3:32])[CH2:9][CH2:10][CH2:11]1.[CH3:43][c:44]1[cH:45][cH:46][cH:47][cH:48][cH:49]1.[OH2:33].[OH2:42]>>[CH2:1]([CH:2]=[CH2:3])[O:4][C:5](=[O:6])[N:7]1[CH:8]([CH:12]=[C:13]([C:14]([CH2:15][CH:16]2[CH:17]([CH:21]([CH2:22][O:23][SiH:24]([CH3:25])[CH3:26])[C:27]([CH3:28])([CH3:29])[CH3:30])[C:18](=[O:20])[N:19]2[C:35]([C:34](=[O:37])[O:38][CH2:39][CH:40]=[CH2:41])=[O:36])=[O:31])[CH3:32])[CH2:9][CH2:10][CH2:11]1. Starting materials: C(C1=CC=CC=C1)N(CCC)CC1OCC2=C(O1)C=C(C=C2)S(=O)(=O)C ((−)-N-benzyl-N-{[7-(methylsulfonyl)-4H-1,3-benzodioxin-2-yl]methyl}propan-1-amine), CC(=O)O (AcOH). The reagents and catalysts are [Pd] (palladium on carbon). The solvent is CCO (EtOH). Product: CS(=O)(=O)C=1C=CC2=C(OC(OC2)CNCCC)C1 ((−)-N-{[7-(METHYLSULFONYL)-4H-1,3-BENZODIOXIN-2-YL]METHYL}PROPAN-1-AMINE). Yield: 68.0%. Reaction SMILES: [CH2:1]([N:8]([CH2:12][CH:13]1[O:18][C:17]2[CH:19]=[C:20]([S:23]([CH3:26])(=[O:25])=[O:24])[CH:21]=[CH:22][C:16]=2[CH2:15][O:14]1)CCC)[C:2]1C=CC=C[CH:3]=1.CC(O)=O>[Pd].CCO>[CH3:26][S:23]([C:20]1[CH:21]=[CH:22][C:16]2[CH2:15][O:14][CH:13]([CH2:12][NH:8][CH2:1][CH2:2][CH3:3])[O:18][C:17]=2[CH:19]=1)(=[O:24])=[O:25]. Procedure: (−)-N-benzyl-N-{[7-(methylsulfonyl)-4H-1,3-benzodioxin-2-yl]methyl}propan-1-amine (0.25 g, 0.67 mmol), palladium on carbon (10%, 30 mg), concentrated AcOH (0.1 ml) and EtOH (15 ml) was hydrogenated at 40 psi for 1 h. The reaction mixture was filtered through a pad of celite and the filtrate was evaporated to dryness. The crude product was dissolved in EtOAc (100 ml) and basified with Na2CO3 (10%, 50 ml). The layers were separated and the aqueous layer was extracted with EtOAc (2×75 ml). The comb... The reactants are O=C1CCc2cc(Br)c([N+](=O)[O-])cc21, O=C([O-])[O-], C=CB(OCCCC)OCCCC, C1CCOC1, [Na+], [Na+], O, Cl[Pd]Cl, c1ccc(P(c2ccccc2)c2ccccc2)cc1, c1ccc(P(c2ccccc2)c2ccccc2)cc1. Yields the product C=Cc1cc2c(cc1[N+](=O)[O-])C(=O)CC2. As a reaction SMILES: [Br:1][c:2]1[cH:3][c:4]2[c:8]([cH:9][c:10]1[N+:11](=[O:12])[O-:13])[C:7](=[O:14])[CH2:6][CH2:5]2.[C:28](=[O:29])([O-:30])[O-:31].[CH2:15]([CH2:16][CH2:26][CH3:27])[O:17][B:18]([CH:19]=[CH2:20])[O:21][CH2:22][CH2:23][CH2:24][CH3:25].[CH2:75]1[O:76][CH2:77][CH2:78][CH2:79]1.[Na+:32].[Na+:33].[OH2:80].[Pd:34]([Cl:35])[Cl:36].[c:37]1([P:38]([c:39]2[cH:40][cH:41][cH:42][cH:43][cH:44]2)[c:45]2[cH:46][cH:47][cH:48][cH:49][cH:50]2)[cH:51][cH:52][cH:53][cH:54][cH:55]1.[c:56]1([P:57]([c:58]2[cH:59][cH:60][cH:61][cH:62][cH:63]2)[c:64]2[cH:65][cH:66][cH:67][cH:68][cH:69]2)[cH:70][cH:71][cH:72][cH:73][cH:74]1>>[c:2]1([CH:15]=[CH2:16])[cH:3][c:4]2[c:8]([cH:9][c:10]1[N+:11](=[O:12])[O-:13])[C:7](=[O:14])[CH2:6][CH2:5]2.